describe an organic reaction: reactants, conditions, products, and yield From a dataset of the Open Reaction Database (ORD), a public repository of structured organic reaction records. The reactants are BrCC1=CC=C(C=C1)C1=CC=C(C=C1)[C@@H]1CC[C@H](CC1)CCCCC (4-(bromomethyl)-4'-(trans-4-pentylcyclohexyl)biphenyl), C1(=CC=CC=C1)P(C1=CC=CC=C1)C1=CC=CC=C1 (triphenylphosphine). Run in CC=1C=CC=CC1C (o-xylene). Run at temperature 160 celsius. The product is [Br-].C(CCCC)[C@@H]1CC[C@H](CC1)C1=CC=C(C=C1)C1=CC=C(C=C1)C[P+](C1=CC=CC=C1)(C1=CC=CC=C1)C1=CC=CC=C1 ([[4'-(trans-4-pentylcyclohexyl)-4-biphenylyl]methyl]triphenylphosphonium bromide). Isolated yield 79.9%. Reaction SMILES: [Br:1][CH2:2][C:3]1[CH:8]=[CH:7][C:6]([C:9]2[CH:14]=[CH:13][C:12]([C@H:15]3[CH2:20][CH2:19][C@H:18]([CH2:21][CH2:22][CH2:23][CH2:24][CH3:25])[CH2:17][CH2:16]3)=[CH:11][CH:10]=2)=[CH:5][CH:4]=1.[C:26]1([P:32]([C:39]2[CH:44]=[CH:43][CH:42]=[CH:41][CH:40]=2)[C:33]2[CH:38]=[CH:37][CH:36]=[CH:35][CH:34]=2)[CH:31]=[CH:30][CH:29]=[CH:28][CH:27]=1>CC1C=CC=CC=1C>[Br-:1].[CH2:21]([C@H:18]1[CH2:17][CH2:16][C@H:15]([C:12]2[CH:11]=[CH:10][C:9]([C:6]3[CH:7]=[CH:8][C:3]([CH2:2][P+:32]([C:26]4[CH:27]=[CH:28][CH:29]=[CH:30][CH:31]=4)([C:33]4[CH:38]=[CH:37][CH:36]=[CH:35][CH:34]=4)[C:39]4[CH:40]=[CH:41][CH:42]=[CH:43][CH:44]=4)=[CH:4][CH:5]=3)=[CH:14][CH:13]=2)[CH2:20][CH2:19]1)[CH2:22][CH2:23][CH2:24][CH3:25] |f:3.4|. Procedure details: A mixture of 2.63 g of 4-(bromomethyl)-4'-(trans-4-pentylcyclohexyl)biphenyl and 2.2 g of triphenylphosphine in 150 ml of o-xylene was heated to reflux (bath temperature 160° C.) for 15 hours in a sulphonation flask under argon gasification. After cooling, the white precipitate formed was filtered off, washed several times with benzene and dried in a high vacuum (0.1 mmHg) at 80° C. for 1 hour. There were obtained 3.48 g (80%) of [[4'-(trans-4-pentylcyclohexyl)-4-biphenylyl]methyl]triphenylphosp... The reactants are CCN=C=NCCCN(C)C, CCCCCCCCCC(O)CC(=O)O, CCOC(C)=O, Cl, [NH4+], C1CCOC1, [OH-], On1nnc2ccccc21. Yields the product CCCCCCCCCC(O)CC(N)=O. Reaction SMILES: [CH2:17]([N:19]=[C:18]=[N:20][CH2:21][CH2:22][CH2:23][N:24]([CH3:25])[CH3:26])[CH3:27].[CH3:1][CH2:2][CH2:3][CH2:4][CH2:5][CH2:6][CH2:7][CH2:8][CH2:9][CH:10]([OH:11])[CH2:12][C:13]([OH:14])=[O:15].[CH3:45][CH2:46][O:47][C:48](=[O:49])[CH3:50].[ClH:16].[NH4+:38].[O:40]1[CH2:41][CH2:42][CH2:43][CH2:44]1.[OH-:39].[OH:28][n:29]1[c:30]2[cH:31][cH:32][cH:33][cH:34][c:35]2[n:36][n:37]1>>[CH3:1][CH2:2][CH2:3][CH2:4][CH2:5][CH2:6][CH2:7][CH2:8][CH2:9][CH:10]([OH:11])[CH2:12][C:13](=[O:15])[NH2:19].